This data is from the Open Reaction Database (ORD), a public repository of structured organic reaction records. The task is: describe an organic reaction: reactants, conditions, products, and yield The reactants are O[C@@H]1[C@H](C\C=C/CCCC(=O)O)[C@H]([C@@H](C1)O)\C=C\CCCCCC ((5Z,13E,9S,11R)-9,11-dihydroxy-5,13-prostadienoic acid), C1CCC2=NCCCN2CC1 (1,8-diazabicyclo[5.4.0]-7-undecene), C(C)(C)I (isopropyl iodide). Run in C(C)#N (acetonitrile). Yields the product C(C)(C)OC(CCC\C=C/C[C@H]1[C@H](C[C@H]([C@@H]1\C=C\CCCCCC)O)O)=O ((5Z,13E,9S,11R)-9,11-dihydroxy-5,13-prostadienoic acid isopropyl ester). As a reaction SMILES: [OH:1][C@H:2]1[CH2:15][C@@H:14]([OH:16])[C@H:13](/[CH:17]=[CH:18]/[CH2:19][CH2:20][CH2:21][CH2:22][CH2:23][CH3:24])[C@H:3]1[CH2:4]/[CH:5]=[CH:6]\[CH2:7][CH2:8][CH2:9][C:10]([OH:12])=[O:11].[CH2:25]1[CH2:35]CN2C(=NCCC2)C[CH2:26]1.C(I)(C)C>C(#N)C>[CH:25]([O:11][C:10](=[O:12])[CH2:9][CH2:8][CH2:7]/[CH:6]=[CH:5]\[CH2:4][C@@H:3]1[C@@H:13](/[CH:17]=[CH:18]/[CH2:19][CH2:20][CH2:21][CH2:22][CH2:23][CH3:24])[C@H:14]([OH:16])[CH2:15][C@@H:2]1[OH:1])([CH3:35])[CH3:26]. Reported procedure: The title compound 8 was obtained as a colorless oil (36 mg, 95%), following a procedure similar to that disclosed in Example 5 except that the compound 6 obtained above (33 mg, 0.1 mmole) was dissolved in acetonitrile (1 ml), and 1,8-diazabicyclo[5.4.0]-7-undecene (40 μl, 0.3 mmole) and then isopropyl iodide (0.19 μl, 1 mmole) were added thereto. Reactants: CCOC(C)=O, COC(=O)c1cccc([N+](=O)[O-])c1O, [H][H]. Yields the product COC(=O)c1cccc(N)c1O. RXN SMILES: [CH3:17][CH2:18][O:19][C:20](=[O:21])[CH3:22].[CH3:1][O:2][C:3]([c:4]1[c:5]([OH:6])[c:7]([N+:11]([O-:12])=[O:13])[cH:8][cH:9][cH:10]1)=[O:14].[H:15][H:16]>>[CH3:1][O:2][C:3]([c:4]1[c:5]([OH:6])[c:7]([NH2:11])[cH:8][cH:9][cH:10]1)=[O:14]. Reactants: BrCCN1CC(CC1)C (1-(2-bromoethyl)-3-methylpyrrolidine), Cl.ClC1=CC=C(C=C1)NN (4-chlorophenylhydrazine hydrochloride), CN1CCC(CC1)=O (N-methyl-4-piperidone). The solvent is C(C)N(CC)CC (triethylamine). Product: ClC1=CC=2C3=C(N(C2C=C1)CCN1CC(CC1)C)CCN(C3)C (8-chloro-2,3,4,5-tetrahydro-2-methyl-5-(2-(3-methylpyrrolidin-1-yl)ethyl)-1H-pyrido[4,3-b]indole). As a reaction SMILES: Br[CH2:2][CH2:3][N:4]1[CH2:8][CH2:7][CH:6]([CH3:9])[CH2:5]1.Cl.[Cl:11][C:12]1[CH:17]=[CH:16][C:15]([NH:18]N)=[CH:14][CH:13]=1.[CH3:20][N:21]1[CH2:26][CH2:25][C:24](=O)[CH2:23][CH2:22]1>C(N(CC)CC)C>[Cl:11][C:12]1[CH:17]=[CH:16][C:15]2[N:18]([CH2:2][CH2:3][N:4]3[CH2:8][CH2:7][CH:6]([CH3:9])[CH2:5]3)[C:24]3[CH2:25][CH2:26][N:21]([CH3:20])[CH2:22][C:23]=3[C:14]=2[CH:13]=1 |f:1.2|. Reported procedure: The title compound is prepared by following Method 8 by using 1-(2-bromoethyl)-3-methylpyrrolidine, 4-chlorophenylhydrazine hydrochloride, triethylamine and N-methyl-4-piperidone The reactants are C1(CCC1)C(=O)N1[C@H]2[C@@]3(CCC4(C5[C@@]3(C=3C(=C(C=CC3C2)OC(=O)C2CCC2)O5)CC1)OCCO4)F (17'-(Cyclobutylcarbonyl)-3'-(cyclobutylcarbonyloxy)-4',5'-epoxy-14'-fluorospiro[1,3-dioxolane-2,6'-morphinan]), [H-].[Al+3].[Li+].[H-].[H-].[H-] (lithium aluminum hydride), C([O-])(O)=O.[K+] (potassium bicarbonate), C(C)(=O)OCC (ethyl acetate). Run in O1CCCC1 (tetrahydrofuran), O (water). The product is C1(CCC1)CN1[C@H]2[C@@]3(CCC4(C5[C@@]3(C=3C(=C(C=CC3C2)O)O5)CC1)OCCO4)F (17'-(Cyclobutylmethyl)-4',5'-epoxy-14'-fluorospiro[1,3-dioxolane-2,6'-morphinan]-3'-ol). Reaction SMILES: [CH:1]1([C:5]([N:7]2[CH2:31][CH2:30][C@:14]34[C:15]5[C:16]6[O:29][CH:13]3[C:12]3([O:35][CH2:34][CH2:33][O:32]3)[CH2:11][CH2:10][C@@:9]4([F:36])[C@H:8]2[CH2:21][C:20]=5[CH:19]=[CH:18][C:17]=6[O:22]C(C2CCC2)=O)=O)[CH2:4][CH2:3][CH2:2]1.[H-].[Al+3].[Li+].[H-].[H-].[H-].C(OCC)(=O)C.C(=O)(O)[O-].[K+]>O1CCCC1.O>[CH:1]1([CH2:5][N:7]2[CH2:31][CH2:30][C@:14]34[C:15]5[C:16]6[O:29][CH:13]3[C:12]3([O:32][CH2:33][CH2:34][O:35]3)[CH2:11][CH2:10][C@@:9]4([F:36])[C@H:8]2[CH2:21][C:20]=5[CH:19]=[CH:18][C:17]=6[OH:22])[CH2:2][CH2:3][CH2:4]1 |f:1.2.3.4.5.6,8.9|. Procedure details: The above obtained amide ester (step b) was heated with lithium aluminum hydride (1 g) in tetrahydrofuran (50 ml) at reflux for 31/2 hours. After cooling the reaction mixture, the excess reducing agent was decomposed by adding ethyl acetate, then water, and then dilute potassium bicarbonate solution until the pH was ca. 8.5. The inorganic salts were filtered off, and the filter cake washed with hot tetrahydrofuran. The filtrate was evaporated to dryness and the residue washed thoroughly with wat... Starting materials: [Br-].BrC=1C=[N+](C=CC1CC1C(C2=CC(=C(C=C2C1)OC)OC)=O)CC=1C=C(C=CC1)C (2-[[3-bromo-1-(m-tolylmethyl)pyridin-1-ium-4-yl]methyl]-5,6-dimethoxy-indan-1-one bromide), CO (methanol), [BH4-].[Na+] (sodium borohydride). Solvent: C1CCOC1 (THF). Conditions: time 1 hour. The product is BrC=1CN(C=CC1CC1C(C2=CC(=C(C=C2C1)OC)OC)=O)CC1=C(C=CC=C1)C (2-[[3-bromo-1-(o-tolylmethyl)-2H-pyridin-4-yl]methyl]-5,6-dimethoxy-indan-1-one). Isolated yield 60.0%. RXN SMILES: [Br-].[Br:2][C:3]1[CH:4]=[N+:5]([CH2:24][C:25]2[CH:26]=[C:27](C)[CH:28]=[CH:29][CH:30]=2)[CH:6]=[CH:7][C:8]=1[CH2:9][CH:10]1[CH2:18][C:17]2[C:12](=[CH:13][C:14]([O:21][CH3:22])=[C:15]([O:19][CH3:20])[CH:16]=2)[C:11]1=[O:23].[BH4-].[Na+].[CH3:34]O>C1COCC1>[Br:2][C:3]1[CH2:4][N:5]([CH2:24][C:25]2[CH:30]=[CH:29][CH:28]=[CH:27][C:26]=2[CH3:34])[CH:6]=[CH:7][C:8]=1[CH2:9][CH:10]1[CH2:18][C:17]2[C:12](=[CH:13][C:14]([O:21][CH3:22])=[C:15]([O:19][CH3:20])[CH:16]=2)[C:11]1=[O:23] |f:0.1,2.3|. Reported procedure: To a solution of compound 146 (45 mg, 0.08 mmol) in a mixture of methanol and THF (5 mL, respectively 1:4) was added sodium borohydride (3 mg, 1 equiv) in one portion at 0° C. The reaction mixture was then stirred at this temperature for 1 h and quenched with 35% aqueous ammonia solution (3 mL). The mixture was extracted with dichloromethane (3×) and the organic phase was dried over magnesium sulfate, filtered and concentrated to dryness. The crude residue was purified by column chromatography o...